From a dataset of the Open Reaction Database (ORD), a public repository of structured organic reaction records. describe an organic reaction: reactants, conditions, products, and yield The reactants are S(=O)(Cl)Cl (thionyl chloride), C(=O)(O)C1=CN(C2=CC=C(C=C12)C)C1=NC2=CC=CC=C2C=C1 (3-carboxy-5-methyl-1-(quinol-2-yl)-1H-indole). Yields the product Cl.ClC(=O)C1=CN(C2=CC=C(C=C12)C)C1=NC2=CC=CC=C2C=C1 (3-chlorocarbonyl-5-methyl-1-(quinol-2-yl)-1H-indole hydrochloride). As a reaction SMILES: S(Cl)([Cl:3])=O.[C:5]([C:8]1[C:16]2[C:11](=[CH:12][CH:13]=[C:14]([CH3:17])[CH:15]=2)[N:10]([C:18]2[CH:27]=[CH:26][C:25]3[C:20](=[CH:21][CH:22]=[CH:23][CH:24]=3)[N:19]=2)[CH:9]=1)(O)=[O:6]>>[ClH:3].[Cl:3][C:5]([C:8]1[C:16]2[C:11](=[CH:12][CH:13]=[C:14]([CH3:17])[CH:15]=2)[N:10]([C:18]2[CH:27]=[CH:26][C:25]3[C:20](=[CH:21][CH:22]=[CH:23][CH:24]=3)[N:19]=2)[CH:9]=1)=[O:6] |f:2.3|. Procedure: 15 cm3 of thionyl chloride are added at 22° C. under an argon atmosphere to 0.95 g (2.70 mmol) of 3-carboxy-5-methyl-1-(quinol-2-yl)-1H-indole. After stirring at reflux for 3.5 hours, the reaction mixture is concentrated to dryness under reduced pressure (2.7 kPa), successively triturated twice with 10 cm3 of dimethoxyethane and then concentrated to dryness under reduced pressure (2.7 kPa) to give 1 g of 3-chlorocarbonyl-5-methyl-1-(quinol-2-yl)-1H-indole hydrochloride in the form of a yellow so... Reactants: FC(C=1C=C(N)C=C(C1)C(F)(F)F)(F)F (3,5-bis(trifluoromethyl)aniline), BrCCO (2-bromoethanol). Yields the product FC(C=1C=C(C=C(C1)C(F)(F)F)NCCO)(F)F (2-{[3,5-bis(trifluoromethyl)phenyl]amino}ethanol). The yield is 56.5%. RXN SMILES: [F:1][C:2]([F:15])([F:14])[C:3]1[CH:4]=[C:5]([CH:7]=[C:8]([C:10]([F:13])([F:12])[F:11])[CH:9]=1)[NH2:6].Br[CH2:17][CH2:18][OH:19]>>[F:1][C:2]([F:14])([F:15])[C:3]1[CH:4]=[C:5]([NH:6][CH2:17][CH2:18][OH:19])[CH:7]=[C:8]([C:10]([F:11])([F:12])[F:13])[CH:9]=1. Reported procedure: A solution of 3,5-bis(trifluoromethyl)aniline (4.6 g) in 2-bromoethanol (25.0 g) was stirred at 70° C. for 14 hr, and concentrated under reduced pressure. The residue was poured into water, and the mixture was extracted with ethyl acetate. The extract was washed with saturated aqueous sodium hydrogen carbonate solution, water and saturated brine, dried and concentrated under reduced pressure. The residue was purified by silica gel column chromatography (33% ethyl acetate/hexane) to give 2-{[3,5-...